describe an organic reaction: reactants, conditions, products, and yield From a dataset of the Open Reaction Database (ORD), a public repository of structured organic reaction records. The reactants are O=C([O-])[O-], CC(=O)[O-], CC(=O)[O-], N#Cc1cc(Cl)nc(N2CCCC2)c1, [Cs+], [Cs+], OB(O)c1ccc(C(F)(F)F)cc1, C1COCCO1, [Pd+2]. The product is N#Cc1cc(-c2ccc(C(F)(F)F)cc2)nc(N2CCCC2)c1. As a reaction SMILES: [C:28](=[O:29])([O-:30])[O-:31].[C:34]([O-:35])(=[O:36])[CH3:37].[C:39]([O-:40])(=[O:41])[CH3:42].[Cl:1][c:2]1[cH:3][c:4]([C:5]#[N:6])[cH:7][c:8]([N:10]2[CH2:11][CH2:12][CH2:13][CH2:14]2)[n:9]1.[Cs+:32].[Cs+:33].[F:15][C:16]([c:17]1[cH:18][cH:19][c:20]([B:23]([OH:24])[OH:25])[cH:21][cH:22]1)([F:26])[F:27].[O:43]1[CH2:44][CH2:45][O:46][CH2:47][CH2:48]1.[Pd+2:38]>>[c:2]1(-[c:20]2[cH:19][cH:18][c:17]([C:16]([F:15])([F:26])[F:27])[cH:22][cH:21]2)[cH:3][c:4]([C:5]#[N:6])[cH:7][c:8]([N:10]2[CH2:11][CH2:12][CH2:13][CH2:14]2)[n:9]1.